Dataset: the Open Reaction Database (ORD), a public repository of structured organic reaction records. Task: describe an organic reaction: reactants, conditions, products, and yield Starting materials: CCN(C(C)C)C(C)C (DIPEA), COC(=O)C1=CC2=C(NC(=N2)Cl)C=C1 (2-chloro-1H-benzoimidazole-5-carboxylic acid methyl ester), ClCOCCOC (1-chloromethoxy-2-methoxy-ethane). Solvent: C1CCOC1 (THF). Run at time 18 hour. Yields the product COC(=O)C1=CC2=C(N(C(=N2)Cl)COCCOC)C=C1 (2-chloro-1-(2-methoxy-ethoxymethyl)-1H-benzoimidazole-5-carboxylic acid methyl ester). RXN SMILES: [CH3:1][O:2][C:3]([C:5]1[CH:14]=[CH:13][C:8]2[NH:9][C:10]([Cl:12])=[N:11][C:7]=2[CH:6]=1)=[O:4].CCN(C(C)C)C(C)C.Cl[CH2:25][O:26][CH2:27][CH2:28][O:29][CH3:30]>C1COCC1>[CH3:1][O:2][C:3]([C:5]1[CH:14]=[CH:13][C:8]2[N:9]([CH2:25][O:26][CH2:27][CH2:28][O:29][CH3:30])[C:10]([Cl:12])=[N:11][C:7]=2[CH:6]=1)=[O:4]. Procedure: To a mixture of 2-chloro-1H-benzoimidazole-5-carboxylic acid methyl ester (2.00 g, 9.50 mmol) and THF (17 mL) was added DIPEA (2.46 mL, 14.3 mmol) followed by 1-chloromethoxy-2-methoxy-ethane (1.30 mL, 11.4 mmol) at 23° C. After stirring for 18 h the reaction mixture was concentrated under reduced pressure. The residue was purified (FCC) (5-50% EtOAc/hexanes) to yield the titled compound as a mixture of regioisomers (1.71 g, 60%). MS (ESI/CI): mass calcd. for C13H15ClN2O4, 298.1; m/z found, 299....